From a dataset of the Open Reaction Database (ORD), a public repository of structured organic reaction records. describe an organic reaction: reactants, conditions, products, and yield Reactants: 2C, C1(CC1)CCN1C(C(C2=CC=CC=C12)(C1=CC2=C(OCO2)C=C1O)O)=O (1-(2-cyclopropylethyl)-3-hydroxy-3-(6-hydroxy-1,3-benzodioxol-5-yl)-1,3-dihydro-2H-indol-2-one), FC=1C=CC=C2C(C(N(C12)CC=1OC(=CC1)C(F)(F)F)=O)(C1=CC2=C(OCO2)C=C1O)O (7-fluoro-3-hydroxy-3-(6-hydroxy-1,3-benzodioxol-5-yl)-1-{[5-(trifluoromethyl)-2-furyl]methyl}-1,3-dihydro-2H-indol-2-one). Yields the product FC=1C=CC=C2C(C(N(C12)CC=1OC(=CC1)C(F)(F)F)=O)C1=CC2=C(OCO2)C=C1O (7-fluoro-3-(6-hydroxy-1,3-benzodioxol-5-yl)-1-{[5-(trifluoromethyl)-2-furyl]methyl}-1,3-dihydro-2H-indol-2-one). RXN SMILES: C1(CCN2C3C(=CC=CC=3)C(O)(C3C(O)=CC4OCOC=4C=3)C2=O)CC1.[F:27][C:28]1[CH:29]=[CH:30][CH:31]=[C:32]2[C:36]=1[N:35]([CH2:37][C:38]1[O:39][C:40]([C:43]([F:46])([F:45])[F:44])=[CH:41][CH:42]=1)[C:34](=[O:47])[C:33]2(O)[C:48]1[C:56]([OH:57])=[CH:55][C:51]2[O:52][CH2:53][O:54][C:50]=2[CH:49]=1>>[F:27][C:28]1[CH:29]=[CH:30][CH:31]=[C:32]2[C:36]=1[N:35]([CH2:37][C:38]1[O:39][C:40]([C:43]([F:46])([F:44])[F:45])=[CH:41][CH:42]=1)[C:34](=[O:47])[CH:33]2[C:48]1[C:56]([OH:57])=[CH:55][C:51]2[O:52][CH2:53][O:54][C:50]=2[CH:49]=1. Procedure details: Following the procedure as described in PREPARATION 2C, and making non-critical variations to replace 1-(2-cyclopropylethyl)-3-hydroxy-3-(6-hydroxy-1,3-benzodioxol-5-yl)-1,3-dihydro-2H-indol-2-one with 7-fluoro-3-hydroxy-3-(6-hydroxy-1,3-benzodioxol-5-yl)-1-{[5-(trifluoromethyl)-2-furyl]methyl}-1,3-dihydro-2H-indol-2-one, the title compound was obtained (65%): MS (ES+) m/z 436.4 (M+1). The reactants are N#Cc1ccc(CN2C(=O)C3CCCC3=Nc3ccccc32)cc1, CCOCC. The product is N#Cc1ccc(CN2C(=O)C3CCCC3Nc3ccccc32)cc1. Reaction SMILES: [C:1](#[N:2])[c:3]1[cH:4][cH:5][c:6]([CH2:7][N:8]2[c:9]3[c:10]([cH:19][cH:20][cH:21][cH:22]3)[N:11]=[C:12]3[CH:13]([C:14]2=[O:15])[CH2:16][CH2:17][CH2:18]3)[cH:23][cH:24]1.[CH3:25][CH2:26][O:27][CH2:28][CH3:29]>>[C:1](#[N:2])[c:3]1[cH:4][cH:5][c:6]([CH2:7][N:8]2[c:9]3[c:10]([cH:19][cH:20][cH:21][cH:22]3)[NH:11][CH:12]3[CH:13]([C:14]2=[O:15])[CH2:16][CH2:17][CH2:18]3)[cH:23][cH:24]1. The product is Cc1c(C(=O)Nc2cc(Oc3ccc4nc(NC(=O)C5CC5)cn4n3)ccc2F)cnn1C. The reactants are CN(C)C=O, Cc1c(C(=O)O)cnn1C, CN1CCCC1=O, O=C(Cl)C(=O)Cl, Nc1cc(Oc2ccc3nc(NC(=O)C4CC4)cn3n2)ccc1F, C1CCOC1. As a reaction SMILES: [CH3:11][N:12]([CH3:13])[CH:14]=[O:15].[CH3:1][n:2]1[n:3][cH:4][c:5]([C:8](=[O:9])[OH:10])[c:6]1[CH3:7].[CH3:46][N:47]1[CH2:48][CH2:49][CH2:50][C:51]1=[O:52].[Cl:16][C:17]([C:18]([Cl:19])=[O:20])=[O:21].[NH2:22][c:23]1[cH:24][c:25]([O:26][c:27]2[cH:28][cH:29][c:30]3[n:31]([n:32]2)[cH:33][c:34]([NH:36][C:37](=[O:38])[CH:39]2[CH2:40][CH2:41]2)[n:35]3)[cH:42][cH:43][c:44]1[F:45].[O:53]1[CH2:54][CH2:55][CH2:56][CH2:57]1>>[CH3:1][n:2]1[n:3][cH:4][c:5]([C:8](=[O:10])[NH:22][c:23]2[cH:24][c:25]([O:26][c:27]3[cH:28][cH:29][c:30]4[n:31]([n:32]3)[cH:33][c:34]([NH:36][C:37](=[O:38])[CH:39]3[CH2:40][CH2:41]3)[n:35]4)[cH:42][cH:43][c:44]2[F:45])[c:6]1[CH3:7]. Starting materials: O=c1n(-c2ccc(OCCBr)cc2)ccn1-c1ccc(Oc2ccccc2)cc1, CN, CC#N, [I-], [Na+]. Product: CNCCOc1ccc(-n2ccn(-c3ccc(Oc4ccccc4)cc3)c2=O)cc1. Reaction SMILES: [Br:1][CH2:2][CH2:3][O:4][c:5]1[cH:6][cH:7][c:8](-[n:11]2[c:12](=[O:29])[n:13](-[c:16]3[cH:17][cH:18][c:19]([O:22][c:23]4[cH:24][cH:25][cH:26][cH:27][cH:28]4)[cH:20][cH:21]3)[cH:14][cH:15]2)[cH:9][cH:10]1.[CH3:30][NH2:31].[CH3:34][C:35]#[N:36].[I-:33].[Na+:32]>>[CH2:2]([CH2:3][O:4][c:5]1[cH:6][cH:7][c:8](-[n:11]2[c:12](=[O:29])[n:13](-[c:16]3[cH:17][cH:18][c:19]([O:22][c:23]4[cH:24][cH:25][cH:26][cH:27][cH:28]4)[cH:20][cH:21]3)[cH:14][cH:15]2)[cH:9][cH:10]1)[NH:31][CH3:30]. RXN SMILES: [B:21]([Br:22])([Br:23])[Br:24].[C:25](=[O:26])([O-:27])[O-:28].[CH3:1][O:2][c:3]1[cH:4][c:5]2[c:6]([n:7][n:8](-[c:10]3[cH:11][cH:12][c:13]([N:16]([CH3:17])[CH3:18])[cH:14][cH:15]3)[n:9]2)[cH:19][cH:20]1.[Cl:31][CH2:32][Cl:33].[Na+:29].[Na+:30]>>[OH:2][c:3]1[cH:4][c:5]2[c:6]([n:7][n:8](-[c:10]3[cH:11][cH:12][c:13]([N:16]([CH3:17])[CH3:18])[cH:14][cH:15]3)[n:9]2)[cH:19][cH:20]1. The product is CN(C)c1ccc(-n2nc3ccc(O)cc3n2)cc1. Reactants: BrB(Br)Br, O=C([O-])[O-], COc1ccc2nn(-c3ccc(N(C)C)cc3)nc2c1, ClCCl, [Na+], [Na+]. The reactants are OC1=C(C=CC=C1)C(C)=O (2′-hydroxyacetophenone), COC(OC)=O (dimethylcarbonate), ClS(=O)(=O)O (Chlorosulfonic acid). The solvent is C1CCCCC1 (cyclohexane). Conditions: temperature 60 celsius. Product: C(C)(=O)C=1C=C(C=CC1O)S(=O)(=O)O (3-acetyl-4-hydroxybenzene sulfonic acid). Yield: 52.0%. Reaction SMILES: [OH:1][C:2]1[CH:7]=[CH:6][CH:5]=[CH:4][C:3]=1[C:8](=[O:10])[CH3:9].COC(=O)OC.Cl[S:18]([OH:21])(=[O:20])=[O:19]>C1CCCCC1>[C:8]([C:3]1[CH:4]=[C:5]([S:18]([OH:21])(=[O:20])=[O:19])[CH:6]=[CH:7][C:2]=1[OH:1])(=[O:10])[CH3:9]. Reported procedure: To a solution of 2′-hydroxyacetophenone (5.43 g, 40 mmol) in cyclohexane (28 mL) was added dimethylcarbonate (28 mL). The mixture was stirred under nitrogen and heated to 60° C. Chlorosulfonic acid was added over a period of 15 min. Liberated HCl was removed by trapping with solid NaOH. On completion of the addition, the reaction mixture was heated to 70° C. for 1 h and then cooled to rt. The solid was filtered off, washed with a mixture of dimethyl carbonate and cyclohexane (1:1, 20 mL) and dri...